From a dataset of the Open Reaction Database (ORD), a public repository of structured organic reaction records. describe an organic reaction: reactants, conditions, products, and yield The reactants are NC1=C(C=CC(=C1)OC1=CC=CC=C1)S(=O)(=O)N (2-amino-4-phenoxybenzenesulfonamide), C(C)(C)N=C=S (isopropyl isothiocyanate), NC1=C(C=CC(=C1)OC1=CC=CC=C1)S(=O)(=O)NC(=S)NC(C)C (N-(2-amino-4-phenoxybenzenesulfonyl)-N′-isopropylthiourea). Yields the product C(C)(C)NC1=NS(C2=C(N1)C=C(C=C2)OC2=CC=CC=C2)(=O)=O (3-Isopropylamino-6-phenoxy-4H-1,2,4-benzothiadiazine 1,1-dioxide). As a reaction SMILES: NC1C=C(OC2C=CC=CC=2)C=CC=1S(N)(=O)=O.C(N=C=S)(C)C.[NH2:25][C:26]1[CH:31]=[C:30]([O:32][C:33]2[CH:38]=[CH:37][CH:36]=[CH:35][CH:34]=2)[CH:29]=[CH:28][C:27]=1[S:39]([NH:42][C:43]([NH:45][CH:46]([CH3:48])[CH3:47])=S)(=[O:41])=[O:40]>>[CH:46]([NH:45][C:43]1[NH:25][C:26]2[CH:31]=[C:30]([O:32][C:33]3[CH:38]=[CH:37][CH:36]=[CH:35][CH:34]=3)[CH:29]=[CH:28][C:27]=2[S:39](=[O:41])(=[O:40])[N:42]=1)([CH3:48])[CH3:47]. Procedure details: Starting from 2-amino-4-phenoxybenzenesulfonamide and isopropyl isothiocyanate, and following a procedure analogous to the one described in Example 4a, N-(2-amino-4-phenoxybenzenesulfonyl)-N′-isopropylthiourea was prepared. The impure crude product was used without purification. Subsequent ring closure with phosgene by a procedure analogous to the one described in Example 4b gave the title compound; m.p. 250-252° C. Reaction SMILES: [Br:1][C:2]1[C:3]([N:14](C(OCC(Cl)(Cl)Cl)=O)[C@H:15]([C:20]([O:22][CH2:23][C:24]2[CH:29]=[CH:28][C:27]([O:30][CH3:31])=[CH:26][CH:25]=2)=[O:21])[CH2:16][CH:17]([CH3:19])[CH3:18])=[N:4][N:5]([C:7]([O:9][C:10]([CH3:13])([CH3:12])[CH3:11])=[O:8])[CH:6]=1.OP([O-])(O)=O.[K+]>C1COCC1.[Zn]>[Br:1][C:2]1[C:3]([NH:14][C@H:15]([C:20]([O:22][CH2:23][C:24]2[CH:25]=[CH:26][C:27]([O:30][CH3:31])=[CH:28][CH:29]=2)=[O:21])[CH2:16][CH:17]([CH3:19])[CH3:18])=[N:4][N:5]([C:7]([O:9][C:10]([CH3:11])([CH3:12])[CH3:13])=[O:8])[CH:6]=1 |f:1.2|. Reagents/catalysts: [Zn] (zinc), [Zn] (zinc). Yields the product BrC=1C(=NN(C1)C(=O)OC(C)(C)C)N[C@@H](CC(C)C)C(=O)OCC1=CC=C(C=C1)OC (4-methoxybenzyl N-[4-bromo-1-(tert-butoxycarbonyl)-1H-pyrazol-3-yl]leucinate). Solvent: C1CCOC1 (THF). Run at time 1 hour. The reactants are OP(=O)(O)[O-].[K+] (KH2PO4), BrC=1C(=NN(C1)C(=O)OC(C)(C)C)N([C@@H](CC(C)C)C(=O)OCC1=CC=C(C=C1)OC)C(=O)OCC(Cl)(Cl)Cl (4-methoxybenzyl N-[4-bromo-1-(tert-butoxycarbonyl)-1H-pyrazol-3-yl]-N-[(2,2,2-trichloroethoxy)carbonyl]leucinate), OP(=O)(O)[O-].[K+] (KH2PO4). Reported procedure: To 4-methoxybenzyl N-[4-bromo-1-(tert-butoxycarbonyl)-1H-pyrazol-3-yl]-N-[(2,2,2-trichloroethoxy)carbonyl]leucinate (2.38 g, 3.54 mmol) in THF (40 mL) was added activated zinc powder (2.3 g, 35.4 mmol) and an aqueous solution of KH2PO4 (1.0 M, 14.2 mL, 14.2 mmol) dropwise. After 1 hour additional aliquots of activated zinc powder (2.3 g, 35.4 mmol) and aqueous KH2PO4 solution were added (1.0 M, 14.2 mL, 14.2 mmol) and the reaction mixture was stirred for 1 hour. The zinc powder was filtered off,...